Dataset: the Open Reaction Database (ORD), a public repository of structured organic reaction records. Task: describe an organic reaction: reactants, conditions, products, and yield Starting materials: ClC(C(=O)NC1=CC=C(C=C1)Cl)CCl (2,3-dichloro-N-(4-chlorophenyl)propanamide), N12CCCCCC2=NCCC1 (1,8-diazabicyclo[5.4.0]-undec-7-ene). Solvent: C1(=CC=CC=C1)C (toluene), C1(=CC=CC=C1)C (toluene), O (water). Run at time 60 hour. Product: ClC(C(=O)NC1=CC=C(C=C1)Cl)=C (2-chloro-N-(4-chlorophenyl)-2-propenamide). The yield is 51.1%. Reaction SMILES: [Cl:1][CH:2]([CH2:13]Cl)[C:3]([NH:5][C:6]1[CH:11]=[CH:10][C:9]([Cl:12])=[CH:8][CH:7]=1)=[O:4].N12CCCN=C1CCCCC2>C1(C)C=CC=CC=1.O>[Cl:1][C:2](=[CH2:13])[C:3]([NH:5][C:6]1[CH:11]=[CH:10][C:9]([Cl:12])=[CH:8][CH:7]=1)=[O:4]. Procedure: To a stirred solution of 17.0 grams (0.067 mole) of 2,3-dichloro-N-(4-chlorophenyl)propanamide (Step A product) in 300 ml of toluene was added dropwise 11.3 grams (0.074 mole) of 1,8-diazabicyclo[5.4.0]-undec-7-ene in 100 ml of toluene. Upon completion of addition, the reaction mixture was stirred at ambient temperature for 60 hours. The reaction mixture was diluted with distilled water and transferred to a separatory funnel. The organic layer was separated and washed twice with water and twice ... Reactants: Cc1ccc(S(=O)(=O)CNc2c(C)nn(C)c2C(=O)N(C)c2cccnc2Cl)cc1, [Na+], [OH-], O. The product is CNc1c(C)nn(C)c1C(=O)N(C)c1cccnc1Cl. RXN SMILES: [Cl:1][c:2]1[n:3][cH:4][cH:5][cH:6][c:7]1[N:8]([C:9](=[O:10])[c:11]1[c:12]([NH:18][CH2:19][S:20]([c:21]2[cH:22][cH:23][c:24]([CH3:25])[cH:26][cH:27]2)(=[O:28])=[O:29])[c:13]([CH3:17])[n:14][n:15]1[CH3:16])[CH3:30].[Na+:32].[OH-:31].[OH2:33]>>[Cl:1][c:2]1[n:3][cH:4][cH:5][cH:6][c:7]1[N:8]([C:9](=[O:10])[c:11]1[c:12]([NH:18][CH3:19])[c:13]([CH3:17])[n:14][n:15]1[CH3:16])[CH3:30]. Starting materials: COC(CCNC(C1=CC=C(C=C1)C(CC(CCCC)C)SC1=CC=C(C=C1)Br)=O)=O (3-{4-[1-(4-bromo-phenylsulfanyl)-3-methyl-heptyl]-benzoylamino}-propionic acid methyl ester), C([O-])([O-])=O.[K+].[K+] (potassium carbonate), FC(OC=1C=C(C=CC1)B(O)O)(F)F (3-trifluoromethoxylphenyl boronic acid), tetrakis-(triphenylphosphine)palladium. The product is CC(CC(SC1=CC=C(C=C1)C1=CC=C(C=C1)OC(F)(F)F)C1=CC=C(C(=O)NCCC(=O)O)C=C1)CCCC (Racemic 3-{4-[3-Methyl-1-(4′-trifluoromethoxy-biphenyl-4-ylsulfanyl)-heptyl]-benzoylamino}-propionic acid). Isolated yield 50.6%. RXN SMILES: C[O:2][C:3](=[O:31])[CH2:4][CH2:5][NH:6][C:7](=[O:30])[C:8]1[CH:13]=[CH:12][C:11]([CH:14]([S:22][C:23]2[CH:28]=[CH:27][C:26](Br)=[CH:25][CH:24]=2)[CH2:15][CH:16]([CH3:21])[CH2:17][CH2:18][CH2:19][CH3:20])=[CH:10][CH:9]=1.C(=O)([O-])[O-].[K+].[K+].[F:38][C:39]([F:51])([F:50])[O:40][C:41]1[CH:42]=[C:43](B(O)O)[CH:44]=[CH:45][CH:46]=1>>[CH3:21][CH:16]([CH2:17][CH2:18][CH2:19][CH3:20])[CH2:15][CH:14]([C:11]1[CH:10]=[CH:9][C:8]([C:7]([NH:6][CH2:5][CH2:4][C:3]([OH:31])=[O:2])=[O:30])=[CH:13][CH:12]=1)[S:22][C:23]1[CH:24]=[CH:25][C:26]([C:44]2[CH:43]=[CH:42][C:41]([O:40][C:39]([F:51])([F:50])[F:38])=[CH:46][CH:45]=2)=[CH:27][CH:28]=1 |f:1.2.3|. Reported procedure: 3-{4-[1-(4-bromo-phenylsulfanyl)-3-methyl-heptyl]-benzoylamino}-propionic acid methyl ester (100 mg, 0.2 mmol), potassium carbonate (83 mg, 0.6 mmol), 3-trifluoromethoxylphenyl boronic acid (76 mg, 0.4 mmol) and tetrakis-(triphenylphosphine)palladium (23 mg, 0.02 mmol) are placed in a flask. After the reaction is purged with N2 for several times, THF/H2O (20 ml/5 ml) is added. The resulting solution is refluxed overnight, concentrated, diluted with ethyl acetate, acidified with 1 N HCl (0.6 mL),... Reactants: COC12CC3CC(C1)C(N)(C3)C2, CS(C)=O, CCOC(C)=O, N#CC1CCCN1C(=O)CCl, [K+], [K+], O=C([O-])[O-]. The product is COC12CC3CC(C1)C(NCC(=O)N1CCCC1C#N)(C3)C2. RXN SMILES: [CH3:1][O:2][C:3]12[CH2:4][C:5]3([NH2:12])[CH2:6][CH:7]([CH2:8][CH:9]3[CH2:10]1)[CH2:11]2.[CH3:30][S:31]([CH3:32])=[O:33].[CH3:34][CH2:35][O:36][C:37]([CH3:38])=[O:39].[Cl:13][CH2:14][C:15](=[O:16])[N:17]1[CH:18]([C:22]#[N:23])[CH2:19][CH2:20][CH2:21]1.[K+:24].[K+:25].[O-:26][C:27]([O-:28])=[O:29]>>[CH3:1][O:2][C:3]12[CH2:4][C:5]3([NH:12][CH2:14][C:15](=[O:16])[N:17]4[CH:18]([C:22]#[N:23])[CH2:19][CH2:20][CH2:21]4)[CH2:6][CH:7]([CH2:8][CH:9]3[CH2:10]1)[CH2:11]2.